This data is from the Open Reaction Database (ORD), a public repository of structured organic reaction records. The task is: describe an organic reaction: reactants, conditions, products, and yield Starting materials: ClC=1C=C(C=CC1)C1=NC2=CC=C(C=C2C(N1C)=O)O (2-(3-chlorophenyl)-6-hydroxy-3-methylquinazolin-4(3H)-one), ClC=1C=C(C=CC1)C1=NC2=CC=C(C=C2C(N1C)=O)O (2-(3-chlorophenyl)-6-hydroxy-3-methylquinazolin-4(3H)-one), N12CC(C(CC1)CC2)O (3-quinuclidinol), C1(=CC=CC=C1)P(C1=CC=CC=C1)C1=CC=CC=C1 (triphenylphosphine), N(=NC(=O)OC(C)C)C(=O)OC(C)C (diisopropyl azodicarboxylate). Run in O1CCCC1 (tetrahydrofuran). Conditions: time 20 hour. Product: ClC=1C=C(C=CC1)C1=NC2=CC=C(C=C2C(N1C)=O)OC1CN2CCC1CC2 (2-(3-chlorophenyl)-3-methyl-6-(quinuclidin-3-yloxy)quinazolin-4(3H)-one). Isolated yield 12.9%. RXN SMILES: [Cl:1][C:2]1[CH:3]=[C:4]([C:8]2[N:17]([CH3:18])[C:16](=[O:19])[C:15]3[C:10](=[CH:11][CH:12]=[C:13]([OH:20])[CH:14]=3)[N:9]=2)[CH:5]=[CH:6][CH:7]=1.[N:21]12[CH2:28][CH2:27][CH:24]([CH2:25][CH2:26]1)[CH:23](O)[CH2:22]2.C1(P(C2C=CC=CC=2)C2C=CC=CC=2)C=CC=CC=1.N(C(OC(C)C)=O)=NC(OC(C)C)=O>O1CCCC1>[Cl:1][C:2]1[CH:3]=[C:4]([C:8]2[N:17]([CH3:18])[C:16](=[O:19])[C:15]3[C:10](=[CH:11][CH:12]=[C:13]([O:20][CH:23]4[CH:24]5[CH2:27][CH2:28][N:21]([CH2:26][CH2:25]5)[CH2:22]4)[CH:14]=3)[N:9]=2)[CH:5]=[CH:6][CH:7]=1. Reported procedure: To a solution of 2-(3-chlorophenyl)-6-hydroxy-3-methylquinazolin-4(3H)-one (Intermediate 33A) (100 mg, 0.35 mmol), 3-quinuclidinol (44 mg, 0.35 mmol) and triphenylphosphine (137 mg, 0.35 mmol) in tetrahydrofuran (2 mL) was added dropwise diisopropyl azodicarboxylate (0.103 mL, 0.52 mmol). The reaction was stirred for 20 h. The mixture was purified by scx cartridge (1 g) followed by acidic prep hplc then scx (500 mg) to afford 2-(3-chlorophenyl)-3-methyl-6-(quinuclidin-3-yloxy)quinazolin-4(3H)-on...